This data is from the Open Reaction Database (ORD), a public repository of structured organic reaction records. The task is: describe an organic reaction: reactants, conditions, products, and yield As a reaction SMILES: [C:1]([O:4][C:5](=[O:7])[CH3:6])(=O)[CH3:2].C(=O)([O-])[O-].[K+].[K+].[CH3:14][C:15](=[CH:17][CH2:18][CH2:19][CH:20](CC=O)[CH3:21])[CH3:16].C1(C)C=CC=CC=1>O>[C:5]([O:4][CH:1]=[CH:2][CH:20]([CH3:21])[CH2:19][CH2:18][CH:17]=[C:15]([CH3:16])[CH3:14])(=[O:7])[CH3:6] |f:1.2.3|. Procedure: 167 kg of acetic anhydride and 77 kg of potassium carbonate were heated to 80° in a reaction vessel equipped with an introduction pump and a condenser. 85 kg of (±)-citronellal were then added by means of the introduction pump during 40 min and the mixture was refluxed for 7 hours. After cooling, 100 kg of toluene and 500 l of water were added thereto and after separation of the organic phase the mixture was washed with 100 l of water to give a solution of 3,7-dimethyl-octa-1,6-dien-l-yl acetate... The solvent is O (water). Product: C(C)(=O)OC=CC(CCC=C(C)C)C (3,7-dimethyl-octa-1,6-dien-l-yl acetate). Starting materials: C(C)(=O)OC(C)=O (acetic anhydride), C([O-])([O-])=O.[K+].[K+] (potassium carbonate), C1(=CC=CC=C1)C (toluene), CC(C)=CCCC(C)CC=O ((±)-citronellal). Reactants: P12(=S)SP3(=S)SP(=S)(S1)SP(=S)(S2)S3 (phosphorus pentasulfide), [S-2].[K+].[K+] (potassium sulfide), ClC=1C=CC2=C(C(N(CC(O2)CCCl)C)=O)C1 (7-chloro-2-(2-chloroethyl)-2,3-dihydro-4-methyl-1,4-benzoxazepin-5(4H)-one). Run in C1(=CC=CC=C1)C (toluene). The product is ClC=1C=CC2=C(C(N(CC(O2)CCCl)C)=S)C1 (7-Chloro-2-(2-chloroethyl)-2,3-dihydro-4-methyl-1,4-benzoxazepine-5(4H)-thione). Yield: 86.1%. RXN SMILES: [Cl:1][C:2]1[CH:3]=[CH:4][C:5]2[O:11][CH:10]([CH2:12][CH2:13][Cl:14])[CH2:9][N:8]([CH3:15])[C:7](=O)[C:6]=2[CH:17]=1.P12(SP3(SP(SP(S3)(S1)=S)(=S)S2)=S)=[S:19].[S-2].[K+].[K+]>C1(C)C=CC=CC=1>[Cl:1][C:2]1[CH:3]=[CH:4][C:5]2[O:11][CH:10]([CH2:12][CH2:13][Cl:14])[CH2:9][N:8]([CH3:15])[C:7](=[S:19])[C:6]=2[CH:17]=1 |f:2.3.4|. Procedure: To a solution of 20 g (0.07 mole) of 7-chloro-2-(2-chloroethyl)-2,3-dihydro-4-methyl-1,4-benzoxazepin-5(4H)-one in 200 ml of toluene was added a mixture of 9.55 g (0.05 mole) of phosphorus pentasulfide and 9.5 g of potassium sulfide which had been ground together. The reaction mixture was filtered and the filtrate concentrated under reduced pressure to give a yellow solid. Recrystallization from absolute ethanol gave 12.5 g (68%) of the product, m.p. 102°-104° C. Starting materials: O=C1N(C(C2=CC=CC=C12)=O)CCN1CCC(CC1)C=1C=C(C=CC1)NC(C(C)C)=O (N-(3-{1-[2-(1,3-DIOXO-1,3-DIHYDRO-2H-ISOINDOL-2-YL)ETHYL]-4-PIPERIDINYL}PHENYL)-2-METHYLPROPANAMIDE), O=C1N(C(C2=CC=CC=C12)=O)CCCCCN1CCC(CC1)C=1C=C(C=CC1)NC(C(C)C)=O (N-(3-{1-[5-(1,3-DIOXO-1,3-DIHYDRO-2H-ISOINDOL-2-YL)PENTYL]-4-PIPERIDINYL}PHENYL)-2-METHYLPROPANAMIDE), O=C1N(C(C2=CC=CC=C12)=O)CCCCCCN1CCC(CC1)C=1C=C(C=CC1)NC(C(C)C)=O (N-(3-{1-[6-(1,3-DIOXO-1,3-DIHYDRO-2H-ISOINDOL-2-YL)HEXYL]-4-PIPERIDINYL}PHENYL)-2-METHYLPROPANAMIDE), O=C1N(C(C2=CC=CC=C12)=O)CCCN1CCC(CC1)C=1C=C(C=CC1)NC(C(C)C)=O (N-(3-{1-[3-(1,3-DIOXO-1,3-DIHYDRO-2H-ISOINDOL-2-YL)PROPYL]-4-PIPERIDINYL}PHENYL)-2-METHYLPROPANAMIDE), O=C1N(C(C2=CC=CC=C12)=O)CCCCN1CCC(CC1)C=1C=C(C=CC1)NC(C(C)C)=O (N-(3-{1-[4-(1,3-DIOXO-1,3-DIHYDRO-2H-ISOINDOL-2-YL)BUTYL]-4-PIPERIDINYL}PHENYL)-2-METHYLPROPANAMIDE). Yields the product NCCCN1CCC(CC1)C=1C=C(C=CC1)NC(C)=O (N-{3-[1-(3-AMINOPROPYL)-4-PIPERIDINYL]PHENYL}ACETAMIDE). RXN SMILES: O=C1C2C(=CC=CC=2)C(=O)N1CCN1CCC(C2C=C(NC(=O)C(C)C)C=CC=2)CC1.O=C1C2C(=CC=CC=2)C(=O)[N:34]1[CH2:43][CH2:44][CH2:45][N:46]1[CH2:51][CH2:50][CH:49]([C:52]2[CH:53]=[C:54]([NH:58][C:59](=[O:63])[CH:60](C)C)[CH:55]=[CH:56][CH:57]=2)[CH2:48][CH2:47]1.O=C1C2C(=CC=CC=2)C(=O)N1CCCCN1CCC(C2C=C(NC(=O)C(C)C)C=CC=2)CC1.O=C1C2C(=CC=CC=2)C(=O)N1CCCCCN1CCC(C2C=C(NC(=O)C(C)C)C=CC=2)CC1.O=C1C2C(=CC=CC=2)C(=O)N1CCCCCCN1CCC(C2C=C(NC(=O)C(C)C)C=CC=2)CC1>>[NH2:34][CH2:43][CH2:44][CH2:45][N:46]1[CH2:51][CH2:50][CH:49]([C:52]2[CH:53]=[C:54]([NH:58][C:59](=[O:63])[CH3:60])[CH:55]=[CH:56][CH:57]=2)[CH2:48][CH2:47]1. Procedure details: Using the methods described above, the following additional intermediates were synthesized. N-(3-{1-[2-(1,3-DIOXO-1,3-DIHYDRO-2H-ISOINDOL-2-YL)ETHYL]-4-PIPERIDINYL}PHENYL)-2-METHYLPROPANAMIDE. ESMS m/e: 420.2 (M+H)+. N-(3-{1-[3-(1,3-DIOXO-1,3-DIHYDRO-2H-ISOINDOL-2-YL)PROPYL]-4-PIPERIDINYL}PHENYL)-2-METHYLPROPANAMIDE: ESMS m/e: 434.4 (M+H)+. N-(3-{1-[4-(1,3-DIOXO-1,3-DIHYDRO-2H-ISOINDOL-2-YL)BUTYL]-4-PIPERIDINYL}PHENYL)-2-METHYLPROPANAMIDE: ESMS m/e: 448.4 (M+H)+. N-(3-{1-[5-(1,3-DIOXO-1,3-DIHYDR...